Dataset: the Open Reaction Database (ORD), a public repository of structured organic reaction records. Task: describe an organic reaction: reactants, conditions, products, and yield The reactants are CCOC(C)=O, CC(C)(C)OC(=O)NC(CC1CC1)C(C)(C)O, Cl, O. The product is CC(C)(O)C(N)CC1CC1. Reaction SMILES: [CH3:19][CH2:20][O:21][C:22](=[O:23])[CH3:24].[CH:1]1([CH2:4][CH:5]([C:6]([CH3:7])([CH3:8])[OH:9])[NH:10][C:11](=[O:12])[O:13][C:14]([CH3:15])([CH3:16])[CH3:17])[CH2:2][CH2:3]1.[ClH:18].[OH2:25]>>[CH:1]1([CH2:4][CH:5]([C:6]([CH3:7])([CH3:8])[OH:9])[NH2:10])[CH2:2][CH2:3]1. Starting materials: C(OC)(OC1=CC=CC=C1)=O (methyl phenyl carbonate), C[Si](Br)(C)C (trimethylbromosilane). Reagents/catalysts: [Br-].C(CCC)[P+](CCCC)(CCCC)CCCC (tetra-n-butyl phosphonium bromide). Solvent: S1(=O)(=O)CCCC1 (sulfolane). Run at temperature 120 celsius. The product is O(C1=CC=CC=C1)[Si](C)(C)C (phenoxytrimethylsilane). Yield: 65.0%. Reaction SMILES: C(=O)([O:4][C:5]1[CH:10]=[CH:9][CH:8]=[CH:7][CH:6]=1)OC.[CH3:12][Si:13]([CH3:16])([CH3:15])Br>[Br-].C([P+](CCCC)(CCCC)CCCC)CCC.S1(CCCC1)(=O)=O>[O:4]([Si:13]([CH3:16])([CH3:15])[CH3:12])[C:5]1[CH:10]=[CH:9][CH:8]=[CH:7][CH:6]=1 |f:2.3|. Procedure: A mixture of 3.8 g (0.025 g mole) of methyl phenyl carbonate, 3.83 g (0.025 g mole) of trimethylbromosilane, and 0.09 g of tetra-n-butyl phosphonium bromide in 15 ml of sulfolane was heated at 120° C. in a reaction flask equipped with a reflux condenser. After 16 hours of heating, the reflux condenser was replaced by a distillation head and 2.7 g (65 percent yield) of phenoxytrimethylsilane was distilled at reduced pressure from the reaction mixture at a head temperature of 71° C.-72° C./18 mm H... Reactants: COC(=O)C1(CNC(=O)OCc2ccccc2)CCN(C(=O)OC(C)(C)C)CC1, CO, Cl, [Na+], [OH-]. The product is CC(C)(C)OC(=O)N1CCC(CNC(=O)OCc2ccccc2)(C(=O)O)CC1. Reaction SMILES: [CH2:1]([c:2]1[cH:3][cH:4][cH:5][cH:6][cH:7]1)[O:8][C:9](=[O:10])[NH:11][CH2:12][C:13]1([C:26](=[O:27])[O:28][CH3:29])[CH2:14][CH2:15][N:16]([C:19](=[O:20])[O:21][C:22]([CH3:23])([CH3:24])[CH3:25])[CH2:17][CH2:18]1.[CH3:33][OH:34].[ClH:32].[Na+:31].[OH-:30]>>[CH2:1]([c:2]1[cH:3][cH:4][cH:5][cH:6][cH:7]1)[O:8][C:9](=[O:10])[NH:11][CH2:12][C:13]1([C:26](=[O:27])[OH:28])[CH2:14][CH2:15][N:16]([C:19](=[O:20])[O:21][C:22]([CH3:23])([CH3:24])[CH3:25])[CH2:17][CH2:18]1. Starting materials: FC(C1=C(C=O)C=CC(=C1)OC[C@@H]1OC(OC1)(C)C)F ((S)-2-(difluoromethyl)-4-((2,2-dimethyl-1,3-dioxolan-4-yl)methoxy)benzaldehyde), NC1=C(C(=O)O)C=CC=C1N (2,3-diaminobenzoic acid), S(=O)(=O)([O-])S(=O)[O-].[Na+].[Na+] (sodium metabisulfite). Run in CN(C)C=O (DMF), O (water). Run at temperature 110 celsius, time 18 hour. Product: FC(C1=C(C=CC(=C1)OC[C@@H]1OC(OC1)(C)C)C1=NC2=C(N1)C=CC=C2C(=O)O)F ((S)-2-(2-(difluoromethyl)-4-((2,2-dimethyl-1,3-dioxolan-4-yl)methoxy)phenyl)-1H-benzo[d]imidazole-4-carboxylic acid). The yield is 31.4%. Reaction SMILES: [F:1][CH:2]([F:20])[C:3]1[CH:10]=[C:9]([O:11][CH2:12][C@H:13]2[CH2:17][O:16][C:15]([CH3:19])([CH3:18])[O:14]2)[CH:8]=[CH:7][C:4]=1[CH:5]=O.[NH2:21][C:22]1[C:30]([NH2:31])=[CH:29][CH:28]=[CH:27][C:23]=1[C:24]([OH:26])=[O:25].S(S([O-])=O)([O-])(=O)=O.[Na+].[Na+]>CN(C=O)C.O>[F:1][CH:2]([F:20])[C:3]1[CH:10]=[C:9]([O:11][CH2:12][C@H:13]2[CH2:17][O:16][C:15]([CH3:19])([CH3:18])[O:14]2)[CH:8]=[CH:7][C:4]=1[C:5]1[NH:31][C:30]2[CH:29]=[CH:28][CH:27]=[C:23]([C:24]([OH:26])=[O:25])[C:22]=2[N:21]=1 |f:2.3.4|. Reported procedure: To a solution of (S)-2-(difluoromethyl)-4-((2,2-dimethyl-1,3-dioxolan-4-yl)methoxy)benzaldehyde (66; 1.83 g, 6.40 mmol) in DMF (150 ml) was added 2,3-diaminobenzoic acid (1; 0.97 g, 6.40 mmol), and Na2S2O5 (1.82 g, 9.60 mmol). The reaction mixture was stirred at 110° C. for 18 h. It was then cooled to room temperature and diluted with water. The resulting solids were collected by filtration and dried to afford (S)-2-(2-(difluoromethyl)-4-((2,2-dimethyl-1,3-dioxolan-4-yl)methoxy)phenyl)-1H-benzo[... The reactants are [Br-].CS(=O)(=O)NC(=O)CCCC[P+](C1=CC=CC=C1)(C1=CC=CC=C1)C1=CC=CC=C1 ((4-methanesulfonylaminocarbonyl-n-butyl)triphenylphosphonium bromide), ice water, hemiacetal, Cl (hydrochloric acid), solution, [Na] (sodium), C(C)(=O)OCC (ethyl acetate). The solvent is CS(=O)C (dimethyl sulfoxide), CS(=O)C (dimethyl sulfoxide), CS(=O)C (dimethyl sulfoxide). Reaction conditions: time 2 hour. Yields the product C(CCC\C=C/C)(=O)N (cis-5-heptenamide). RXN SMILES: [Br-].CS([NH:6][C:7]([CH2:9][CH2:10][CH2:11][CH2:12][P+](C1C=CC=CC=1)(C1C=CC=CC=1)C1C=CC=CC=1)=[O:8])(=O)=O.[Na].[C:33](OCC)(=O)[CH3:34].Cl>CS(C)=O>[C:7]([NH2:6])(=[O:8])[CH2:9][CH2:10][CH2:11]/[CH:12]=[CH:33]\[CH3:34] |f:0.1,^1:31|. Reported procedure: To a solution of 27.0 g. (52.0 mmoles) of (4-methanesulfonylaminocarbonyl-n-butyl)triphenylphosphonium bromide in 46 ml. of dimethyl sulfoxide is added dropwise 49.3 ml. (98.6 mmoles) of a 2.0M solution of sodium methylsulfonylmethide in dimethyl sulfoxide. To the resultant red solution is added over the course of 15 minutes a solution of 6.6 g. (20.8 mmoles) of the hemiacetal prepared in Example IV in 63 ml. of dimethyl sulfoxide. After being stirred for an additional 2.0 hours, the reaction is... The reactants are [Si](C1=CC=CC=C1)(C1=CC=CC=C1)(C(C)(C)C)OC1=CC=C(OC[C@H](CNCCC2=CC=C(NC3CCN(CC3)C(=O)N3CCC(CC3)C(=O)OCC)C=C2)O)C=C1 (Ethyl 1-({4-[4-(2-{[(2S)-3-(4-{[tert-butyl(diphenyl)silyl]oxy}phenoxy)-2-hydroxy-propyl]amino}ethyl)anilino]-1-piperidinyl}carbonyl)-4-piperidinecarboxylate). The solvent is C(Cl)(Cl)Cl.CO (chloroform methanol). Product: C(C)OC(=O)C1CCN(CC1)C(=O)N1CCC(CC1)NC1=CC=C(C=C1)CCNC[C@@H](COC1=CC=C(C=C1)O)O (1-[4-(4-{2-[(2S)-2-Hydroxy-3-(4-hydroxy-phenoxy)-propylamino]-ethyl}-phenylamino)-piperidine-1-carbonyl]-piperidine-4-carboxylic Acid Ethyl Ester). Isolated yield 78.1%. Reaction SMILES: [Si]([O:18][C:19]1[CH:58]=[CH:57][C:22]([O:23][CH2:24][C@@H:25]([OH:56])[CH2:26][NH:27][CH2:28][CH2:29][C:30]2[CH:55]=[CH:54][C:33]([NH:34][CH:35]3[CH2:40][CH2:39][N:38]([C:41]([N:43]4[CH2:48][CH2:47][CH:46]([C:49]([O:51][CH2:52][CH3:53])=[O:50])[CH2:45][CH2:44]4)=[O:42])[CH2:37][CH2:36]3)=[CH:32][CH:31]=2)=[CH:21][CH:20]=1)(C(C)(C)C)(C1C=CC=CC=1)C1C=CC=CC=1>C(Cl)(Cl)Cl.CO>[CH2:52]([O:51][C:49]([CH:46]1[CH2:45][CH2:44][N:43]([C:41]([N:38]2[CH2:39][CH2:40][CH:35]([NH:34][C:33]3[CH:54]=[CH:55][C:30]([CH2:29][CH2:28][NH:27][CH2:26][C@H:25]([OH:56])[CH2:24][O:23][C:22]4[CH:57]=[CH:58][C:19]([OH:18])=[CH:20][CH:21]=4)=[CH:31][CH:32]=3)[CH2:36][CH2:37]2)=[O:42])[CH2:48][CH2:47]1)=[O:50])[CH3:53] |f:1.2|. Procedure: Ethyl 1-({4-[4-(2-{[(2S)-3-(4-{[tert-butyl(diphenyl)silyl]oxy}phenoxy)-2-hydroxy-propyl]amino}ethyl)anilino]-1-piperidinyl}carbonyl)-4-piperidinecarboxylate (0.17 g, 0.21 mmol) was reacted according to Procedure H (eluant: 10:1 going to 5:1 chloroform-methanol containing 2% triethylamine) to give the title compound (0.093 g, 0.164 mmol).